From a dataset of the Open Reaction Database (ORD), a public repository of structured organic reaction records. describe an organic reaction: reactants, conditions, products, and yield Reactants: CCN(CC1CCNCC1)C(C)=O, FC(F)(F)c1nccc(Cl)n1, Cl, [Na+], [Na+], O=C([O-])[O-], CN(C)C=O. Product: CCN(CC1CCN(c2ccnc(C(F)(F)F)n2)CC1)C(C)=O. Reaction SMILES: [CH2:2]([CH3:3])[N:4]([C:5]([CH3:6])=[O:7])[CH2:8][CH:9]1[CH2:10][CH2:11][NH:12][CH2:13][CH2:14]1.[Cl:15][c:16]1[n:17][c:18]([C:22]([F:23])([F:24])[F:25])[n:19][cH:20][cH:21]1.[ClH:1].[Na+:26].[Na+:27].[O-:28][C:29](=[O:30])[O-:31].[O:32]=[CH:33][N:34]([CH3:35])[CH3:36]>>[CH2:2]([CH3:3])[N:4]([C:5]([CH3:6])=[O:7])[CH2:8][CH:9]1[CH2:10][CH2:11][N:12]([c:16]2[n:17][c:18]([C:22]([F:23])([F:24])[F:25])[n:19][cH:20][cH:21]2)[CH2:13][CH2:14]1. Starting materials: CC(C)(C)OC(=O)NC1CCNC1, CCOC(=O)CBr. Product: CCOC(=O)CN1CCC(NC(=O)OC(C)(C)C)C1. RXN SMILES: [C:1]([CH3:2])([CH3:3])([CH3:4])[O:5][C:6](=[O:7])[NH:8][CH:9]1[CH2:10][NH:11][CH2:12][CH2:13]1.[CH2:14]([CH3:15])[O:16][C:17]([CH2:18][Br:19])=[O:20]>>[C:1]([CH3:2])([CH3:3])([CH3:4])[O:5][C:6](=[O:7])[NH:8][CH:9]1[CH2:10][N:11]([CH2:18][C:17]([O:16][CH2:14][CH3:15])=[O:20])[CH2:12][CH2:13]1. The reactants are CC(CNC(=O)N)=C ((2-methyl-allyl)-urea), C(#N)CC(=O)O (cyanoacetic acid). The solvent is C(C)(=O)OC(C)=O (acetic anhydride), CCOCC (ether). Conditions: temperature 70 celsius. Yields the product NC1=CC(NC(N1CC(=C)C)=O)=O (6-amino-1-(2-methyl-allyl)-1H-pyrmidine-2,4-dione). As a reaction SMILES: [CH3:1][C:2](=[CH2:8])[CH2:3][NH:4][C:5]([NH2:7])=[O:6].[C:9]([CH2:11][C:12](O)=[O:13])#[N:10]>C(OC(=O)C)(=O)C.CCOCC>[NH2:10][C:9]1[N:4]([CH2:3][C:2]([CH3:1])=[CH2:8])[C:5](=[O:6])[NH:7][C:12](=[O:13])[CH:11]=1. Procedure details: Methallylamine (211 g, 2.97 mol) is added to a solution of concentrated hydrochloric acid (250 ml) in water (1.91), followed by portionwise addition of potassium cyanate (240 g, 2.97 mol). The reaction is then heated for 2 hours at 80° C., prior to cooling and evaporation to afford (2-methyl-allyl)-urea (244.5 g), mp 114-115° C. The urea (268 g, 2.35 mol) is added to a solution of cyanoacetic acid (220 g, 2.59 mol) in acetic anhydride (536 ml) and the reaction is heated at 70° C. for 1 hour, coo... The reactants are C(C)OC(=O)C1=CC=C2C=NC=NN21 (pyrrolo[2,1-f][1,2,4]triazine-7-carboxylic acid ethyl ester), Cl (hydrochloric acid), [OH-].[Na+] (sodium hydroxide). Solvent: O1CCCC1 (tetrahydrofuran), N1=CC=CC=C1.O (pyridine water). Conditions: temperature 70 celsius. Yields the product N=1N2C(C=NC1)=CC=C2C(=O)O (pyrrolo[2,1-f][1,2,4]triazine-7-carboxylic acid). Yield: 43.9%. Reaction SMILES: C([O:3][C:4]([C:6]1[N:14]2[C:9]([CH:10]=[N:11][CH:12]=[N:13]2)=[CH:8][CH:7]=1)=[O:5])C.[OH-].[Na+].Cl>O1CCCC1.N1C=CC=CC=1.O>[N:13]1[N:14]2[C:6]([C:4]([OH:5])=[O:3])=[CH:7][CH:8]=[C:9]2[CH:10]=[N:11][CH:12]=1 |f:1.2,5.6|. Reported procedure: A mixture of pyrrolo[2,1-f][1,2,4]triazine-7-carboxylic acid ethyl ester (40 mg) and an aqueous solution of sodium hydroxide (6 M, 1 mL) in a mixture of tetrahydrofuran and methanol (1/1, 1 mL) was heated at 70° C. for 1 hour. The reaction mixture was then cooled, acidified by addition of an aqueous solution of hydrochloric acid (6 M) and evaporated under reduced pressure. The residue was dissolved in a mixture of dichloromethane and water (10/1, 5.5 mL), the organic layer was separated, dried o... Procedure details: To a 0° C. solution of methanol (10 mL) which had been saturated with gaseous hydrogen chloride was added a solution of the sodium salt of 2-benzoyl-1-[2-(2,2-dimethyl-4,6-dioxo-1,3-dioxan-5-yl)ethyl]pyrrole (1.41 g, 3.9 mmol) in methanol (10 mL). The mixture was stirred for sixteen hours at room temperature and was then concentrated under reduced pressure. The residue was purified by chromato-graphy on silica eluting with hexane/ethyl acetate (70:30) to yield 530 mg (42%) of 2-benzoyl-1-[3,3-di... Yields the product C(C1=CC=CC=C1)(=O)C=1N(C=CC1)CCC(C(=O)OC)C(=O)OC (2-benzoyl-1-[3,3-di(methoxycarbonyl)propyl]pyrrole). Reactants: [Na] (sodium), C(C1=CC=CC=C1)(=O)C=1N(C=CC1)CCC1C(OC(OC1=O)(C)C)=O (2-benzoyl-1-[2-(2,2-dimethyl-4,6-dioxo-1,3-dioxan-5-yl)ethyl]pyrrole), CO (methanol), Cl (hydrogen chloride), CO (methanol). The yield is 42.0%. RXN SMILES: Cl.[Na].[C:3]([C:11]1[N:12]([CH2:16][CH2:17][CH:18]2[C:23](=[O:24])[O:22][C:21](C)(C)[O:20][C:19]2=[O:27])[CH:13]=[CH:14][CH:15]=1)(=[O:10])[C:4]1[CH:9]=[CH:8][CH:7]=[CH:6][CH:5]=1.[CH3:28]O>>[C:3]([C:11]1[N:12]([CH2:16][CH2:17][CH:18]([C:23]([O:22][CH3:21])=[O:24])[C:19]([O:20][CH3:28])=[O:27])[CH:13]=[CH:14][CH:15]=1)(=[O:10])[C:4]1[CH:9]=[CH:8][CH:7]=[CH:6][CH:5]=1 |^1:1|. Starting materials: C1=CC=C2C(=C1)C(=O)C(C2=O)(O)O (ninhydrin), Cl.C(C)(C)(C)C1=CC=C(C=C1)NC(NN)=O (4-(4-tert-butylphenyl)-semicarbazide hydrochloride). The product is C(C)(C)(C)C1=CC=C(C=C1)NC(NN=C1C(C2=CC=CC=C2C1=O)=O)=O (2-[4-(4-tert-butylphenyl)-semicarbazono]indan-1,3-dione). As a reaction SMILES: [CH:1]1[CH:6]=[C:5]2[C:7]([C:9](O)(O)[C:10](=[O:11])[C:4]2=[CH:3][CH:2]=1)=[O:8].Cl.[C:15]([C:19]1[CH:24]=[CH:23][C:22]([NH:25][C:26](=[O:29])[NH:27][NH2:28])=[CH:21][CH:20]=1)([CH3:18])([CH3:17])[CH3:16]>>[C:15]([C:19]1[CH:24]=[CH:23][C:22]([NH:25][C:26](=[O:29])[NH:27][N:28]=[C:9]2[C:10](=[O:11])[C:4]3[C:5](=[CH:6][CH:1]=[CH:2][CH:3]=3)[C:7]2=[O:8])=[CH:21][CH:20]=1)([CH3:18])([CH3:16])[CH3:17] |f:1.2|. Procedure: ninhydrin, 4-(4-tert-butylphenyl)-semicarbazide hydrochloride The reactants are ClC=1C(=NC=C(C1)Cl)N=C=S (3,5-dichloro-2-isothiocyanatopyridine), Cl.Cl.NC[C@@]1(CN2CC[C@@H]1C2)O ((3S*,4R*)-3-(aminomethyl)-1-azabicyclo[2.2.1]heptan-3-ol dihydrochloride), C(C)(C)N=C=NC(C)C (1,3-diisopropylcarbodiimide), C([O-])([O-])=O.[Cs+].[Cs+] (cesium carbonate). The solvent is O (water), C(Cl)(Cl)Cl (chloroform), CN(C=O)C (N,N-dimethylformamide). Run at temperature 80 celsius, time 2 hour. The product is ClC=1C(=NC=C(C1)Cl)NC=1O[C@@]2(CN1)CN1CC[C@@H]2C1 ((3R*,4R*)—N-(3,5-dichloropyridin-2-yl)-4′H-1-azaspiro[bicyclo[2.2.1]heptane-3,5′-oxazol]-2′-amine). Isolated yield 48.0%. As a reaction SMILES: [Cl:1][C:2]1[C:3]([N:9]=[C:10]=S)=[N:4][CH:5]=[C:6]([Cl:8])[CH:7]=1.Cl.Cl.[NH2:14][CH2:15][C@@:16]1([OH:23])[C@H:21]2[CH2:22][N:18]([CH2:19][CH2:20]2)[CH2:17]1.C(=O)([O-])[O-].[Cs+].[Cs+].C(N=C=NC(C)C)(C)C>CN(C)C=O.O.C(Cl)(Cl)Cl>[Cl:1][C:2]1[C:3]([NH:9][C:10]2[O:23][C@@:16]3([C@H:21]4[CH2:22][N:18]([CH2:19][CH2:20]4)[CH2:17]3)[CH2:15][N:14]=2)=[N:4][CH:5]=[C:6]([Cl:8])[CH:7]=1 |f:1.2.3,4.5.6|. Reported procedure: To a solution of 3,5-dichloro-2-isothiocyanatopyridine (57 mg, 0.279 mmol) in N,N-dimethylformamide (2 mL) was added (3S*,4R*)-3-(aminomethyl)-1-azabicyclo[2.2.1]heptan-3-ol dihydrochloride (60 mg, 0.279 mmol). The reaction was treated with cesium carbonate (227 mg, 0.697 mmol) and heated to 80° C. After 2 hours, the reaction was further treated with 1,3-diisopropylcarbodiimide (0.152 mL, 0.976 mmol). The reaction was heated at 80° C. for a further 18 hours and then cooled to room temperature. T...